From a dataset of the Open Reaction Database (ORD), a public repository of structured organic reaction records. describe an organic reaction: reactants, conditions, products, and yield The reactants are CC(C)O, COc1cc(Cl)cc(C(=O)Nc2ccc(Cl)cn2)c1NC(=O)c1scc(CN2CCN=C2SC)c1Cl, NCCO. Product: COc1cc(Cl)cc(C(=O)Nc2ccc(Cl)cn2)c1NC(=O)c1scc(CN2CCNC2=NCCO)c1Cl. RXN SMILES: [CH:41]([OH:42])([CH3:43])[CH3:44].[Cl:1][c:2]1[cH:3][cH:4][c:5]([NH:8][C:9]([c:10]2[c:11]([NH:19][C:20](=[O:21])[c:22]3[s:23][cH:24][c:25]([CH2:28][N:29]4[C:30]([S:34][CH3:35])=[N:31][CH2:32][CH2:33]4)[c:26]3[Cl:27])[c:12]([O:17][CH3:18])[cH:13][c:14]([Cl:16])[cH:15]2)=[O:36])[n:6][cH:7]1.[NH2:37][CH2:38][CH2:39][OH:40]>>[Cl:1][c:2]1[cH:3][cH:4][c:5]([NH:8][C:9]([c:10]2[c:11]([NH:19][C:20](=[O:21])[c:22]3[s:23][cH:24][c:25]([CH2:28][N:29]4[C:30](=[N:37][CH2:38][CH2:39][OH:40])[NH:31][CH2:32][CH2:33]4)[c:26]3[Cl:27])[c:12]([O:17][CH3:18])[cH:13][c:14]([Cl:16])[cH:15]2)=[O:36])[n:6][cH:7]1. The reactants are ClCCCOC=1C(=CC2=C(C3=C(C(O2)=O)CCC3)C1)OC (8-(3-chloropropoxy)-2,3-dihydro-7-methoxycyclopenta[c][1]benzopyran-4(1H)-one), C(\C=C\C(=O)[O-])(=O)[O-] (Fumarate), Cl.C(C)OC1=C(C=CC=C1)N1CCNCC1 (1-(2-ethoxyphenyl)piperazine hydrochloride), C(C)(C)O (isopropanol). Solvent: CC(=O)C (acetone). The product is C(C)OC1=C(C=CC=C1)N1CCN(CC1)CCCOC=1C(=CC2=C(C3=C(C(O2)=O)CCC3)C1)OC (8-{3-[4-(2-ethoxyphenyl)-1-piperazinyl]propoxy}-2,3-dihydro-7-methoxy-cyclopenta[c][1]benzopyran-4(1H)-one). The yield is 72.0%. As a reaction SMILES: Cl[CH2:2][CH2:3][CH2:4][O:5][C:6]1[C:7]([O:20][CH3:21])=[CH:8][C:9]2[O:14][C:13](=[O:15])[C:12]3[CH2:16][CH2:17][CH2:18][C:11]=3[C:10]=2[CH:19]=1.Cl.[CH2:23]([O:25][C:26]1[CH:31]=[CH:30][CH:29]=[CH:28][C:27]=1[N:32]1[CH2:37][CH2:36][NH:35][CH2:34][CH2:33]1)[CH3:24].C(O)(C)C.C([O-])(=O)/C=C/C([O-])=O>CC(C)=O>[CH2:23]([O:25][C:26]1[CH:31]=[CH:30][CH:29]=[CH:28][C:27]=1[N:32]1[CH2:33][CH2:34][N:35]([CH2:2][CH2:3][CH2:4][O:5][C:6]2[C:7]([O:20][CH3:21])=[CH:8][C:9]3[O:14][C:13](=[O:15])[C:12]4[CH2:16][CH2:17][CH2:18][C:11]=4[C:10]=3[CH:19]=2)[CH2:36][CH2:37]1)[CH3:24] |f:1.2|. Reported procedure: Method B (40 h at 50° C.); starting materials: 8-(3-chloropropoxy)-2,3-dihydro-7-methoxycyclopenta[c][1]benzopyran-4(1H)-one (example 83) and 1-(2-ethoxyphenyl)piperazine hydrochloride; yield 72%; fusion point 169°-170° C. (from isopropanol). Fumarate: method E; yield 85%; fusion point 159°-161° C. (from acetone). Starting materials: C(C1=CC=CC=C1)OC1=CC=C(C=C1)O (p-benzyloxyphenol), [OH-].[Na+] (NaOH), C[C@H](CCCCCOS(=O)(=O)C1=CC=C(C=C1)C)CC ((S)-6-methyloctyl-p-toluenesulfonate). Run in C(C)O (ethanol), O (water). Product: C[C@H](CCCCCOC1=CC=C(C=C1)OCC1=CC=CC=C1)CC ((S)-p-benzyloxyphenyl 6-methyloctyl ether). The yield is 83.5%. As a reaction SMILES: [OH-].[Na+].[CH2:3]([O:10][C:11]1[CH:16]=[CH:15][C:14]([OH:17])=[CH:13][CH:12]=1)[C:4]1[CH:9]=[CH:8][CH:7]=[CH:6][CH:5]=1.[CH3:18][C@@H:19]([CH2:36][CH3:37])[CH2:20][CH2:21][CH2:22][CH2:23][CH2:24]OS(C1C=CC(C)=CC=1)(=O)=O>O.C(O)C>[CH3:18][C@@H:19]([CH2:36][CH3:37])[CH2:20][CH2:21][CH2:22][CH2:23][CH2:24][O:17][C:14]1[CH:13]=[CH:12][C:11]([O:10][CH2:3][C:4]2[CH:5]=[CH:6][CH:7]=[CH:8][CH:9]=2)=[CH:16][CH:15]=1 |f:0.1|. Reported procedure: A solution of NaOH (40 g) dissolved in water (18 ml) was added to a solution of p-benzyloxyphenol (12 g, 0.060 mol) dissolved in ethanol (60 ml), followed by dropwise adding to the mixture, (S)-6-methyloctyl-p-toluenesulfonate (16.7 g, 0.055 mol) obtained above, refluxing the resulting mixture for 12 hours, distilling off ethanol after completion of the reaction, extracting the residue with toluene, washing the resulting ortanic layer with 6N-hydrochloric acid, then with 2N-NaOH aqueous solution...